From a dataset of the Open Reaction Database (ORD), a public repository of structured organic reaction records. describe an organic reaction: reactants, conditions, products, and yield The reactants are FC(C1=CC=CC2=C1C(N1[C@H](C=3N2C=NC3C(=O)N)CC1)=O)(F)F ((S)-8-trifluoromethyl-12,12a-dihydro-9-oxo-9H,11H-azeto[2,1-c]imidazo[1,5-a][1,4]benzodiazepine-1-carboxamide), O (water), N1=CC=CC=C1 (pyridine), FC(C(=O)OC(C(F)(F)F)=O)(F)F (trifluoroacetic anhydride). Solvent: O1CCOCC1 (dioxan). Yields the product FC(C1=CC=CC2=C1C(N1[C@H](C=3N2C=NC3C#N)CC1)=O)(F)F ((S)-8-trifluoromethyl-12,12a-dihydro-9-oxo-9H,11H-azeto[2,1-c]imidazo[1,5-a][1,4]benzodiazepine-1-carbonitrile). Yield: 52.8%. As a reaction SMILES: [F:1][C:2]([F:24])([F:23])[C:3]1[C:8]2[C:9](=[O:22])[N:10]3[CH2:21][CH2:20][C@H:11]3[C:12]3[N:13]([CH:14]=[N:15][C:16]=3[C:17]([NH2:19])=O)[C:7]=2[CH:6]=[CH:5][CH:4]=1.N1C=CC=CC=1.FC(F)(F)C(OC(=O)C(F)(F)F)=O.O>O1CCOCC1>[F:24][C:2]([F:1])([F:23])[C:3]1[C:8]2[C:9](=[O:22])[N:10]3[CH2:21][CH2:20][C@H:11]3[C:12]3[N:13]([CH:14]=[N:15][C:16]=3[C:17]#[N:19])[C:7]=2[CH:6]=[CH:5][CH:4]=1. Procedure details: 7.5 g (22.3 mmol) of (S)-8-trifluoromethyl-12,12a-dihydro-9-oxo-9H,11H-azeto[2,1-c]imidazo[1,5-a][1,4]benzodiazepine-1-carboxamide were suspended in 40 ml of dioxan and 4 ml of pyridine and treated dropwise with 3.6 ml of trifluoroacetic anhydride at 7 to 10° within 10 min. The mixture was stirred at room temperature for 3/4 hour and poured into 300 ml of water. The suspension obtained was filtered and, after drying the residue, there were obtained 3.75 g (52%) of (S)-8-trifluoromethyl-12,12a-di... The reactants are ClC=1N=C(NC1CC)C(=O)N[C@@H]1[C@@H](CN(CC1)C=1SC(=CN1)C(=O)OCC)OCC (ethyl cis(±)-2-(4-{[(4-chloro-5-ethyl-1H-imidazol-2-yl)carbonyl]amino}-3-ethoxypiperidin-1-yl)-1,3-thiazole-5-carboxylate), [OH-].[Li+] (lithium hydroxide), CO (methanol). Run in C1CCOC1 (THF). Yields the product ClC=1N=C(NC1CC)C(=O)N[C@@H]1[C@@H](CN(CC1)C=1SC(=CN1)C(=O)O)OCC (cis(±)-2-(4-{[(4-Chloro-5-ethyl-1H-imidazol-2-yl)carbonyl]amino}-3-ethoxypiperidin-1-yl)-1,3-thiazole-5-carboxylic acid). Isolated yield 83.2%. RXN SMILES: [Cl:1][C:2]1[N:3]=[C:4]([C:9]([NH:11][C@H:12]2[CH2:17][CH2:16][N:15]([C:18]3[S:19][C:20]([C:23]([O:25]CC)=[O:24])=[CH:21][N:22]=3)[CH2:14][C@H:13]2[O:28][CH2:29][CH3:30])=[O:10])[NH:5][C:6]=1[CH2:7][CH3:8].[OH-].[Li+].CO>C1COCC1>[Cl:1][C:2]1[N:3]=[C:4]([C:9]([NH:11][C@H:12]2[CH2:17][CH2:16][N:15]([C:18]3[S:19][C:20]([C:23]([OH:25])=[O:24])=[CH:21][N:22]=3)[CH2:14][C@H:13]2[O:28][CH2:29][CH3:30])=[O:10])[NH:5][C:6]=1[CH2:7][CH3:8] |f:1.2|. Procedure: The same operation as in Example (91d) was performed using ethyl cis(±)-2-(4-{[(4-chloro-5-ethyl-1H-imidazol-2-yl)carbonyl]amino}-3-ethoxypiperidin-1-yl)-1,3-thiazole-5-carboxylate obtained in Example (125b) (0.27 g, 0.59 mmol), 2 N lithium hydroxide (5 mL, 10 mmol), methanol (5 mL) and THF (5 mL), to obtain 0.21 g of the title compound as a colorless solid (83%). Starting materials: ClC1=NC=C(C(=N1)NC1=CC(=CC=C1)C)C(=O)N (2-chloro-4-{(3-methylphenyl)amino}pyrimidine-5-carboxamide), NC1(CC=C(C=C1)O)OCC (4-aminophenetyl alcohol), C(C)(C)N(CC)C(C)C (diisopropylethylamine), CN1CCCC1=O (NMP). Run in C(C)(=O)OCC (ethyl acetate), O (water). Conditions: temperature 110 celsius, time 8 hour. Yields the product OCCC1=CC=C(C=C1)NC1=NC=C(C(=N1)NC1=CC(=CC=C1)C)C(=O)N (2-{[4-(2-hydroxyethyl)phenyl]amino}-4-[(3-methylphenyl)amino]pyrimidine-5-carboxamide). As a reaction SMILES: Cl[C:2]1[N:7]=[C:6]([NH:8][C:9]2[CH:14]=[CH:13][CH:12]=[C:11]([CH3:15])[CH:10]=2)[C:5]([C:16]([NH2:18])=[O:17])=[CH:4][N:3]=1.[NH2:19][C:20]1(OCC)[CH:25]=[CH:24][C:23](O)=[CH:22][CH2:21]1.C(N(C(C)C)CC)(C)C.CN1[C:44](=[O:45])[CH2:43]CC1>C(OCC)(=O)C.O>[OH:45][CH2:44][CH2:43][C:23]1[CH:22]=[CH:21][C:20]([NH:19][C:2]2[N:7]=[C:6]([NH:8][C:9]3[CH:14]=[CH:13][CH:12]=[C:11]([CH3:15])[CH:10]=3)[C:5]([C:16]([NH2:18])=[O:17])=[CH:4][N:3]=2)=[CH:25][CH:24]=1. Procedure details: A mixture of 2.0 g of 2-chloro-4-{(3-methylphenyl)amino}pyrimidine-5-carboxamide, 1.25 g of 4-aminophenetyl alcohol, 1.99 ml of diisopropylethylamine and 10 ml of NMP was stirred overnight at 110° C. The reaction mixture was cooled down to room temperature and mixed with water and ethyl acetate, and the thus precipitated solid was collected by filtration and recrystallized (methanol) to obtain 560 mg of 2-{[4-(2-hydroxyethyl)phenyl]amino}-4-[(3-methylphenyl)amino]pyrimidine-5-carboxamide as pale... The reactants are FC1=C(C=CC=C1)N1N=NC(=C1C1=CC=NC=C1)C1=NC(=NO1)C1=CC=C(C=O)C=C1 (4-(5-(1-(2-fluorophenyl)-5-(pyridin-4-yl)-1H-1,2,3-triazol-4-yl)-1,2,4-oxadiazol-3-yl)benzaldehyde), N1CC(CC1)O (3-pyrrolidinol). Product: FC1=C(C=CC=C1)N1N=NC(=C1C1=CC=NC=C1)C1=NC(=NO1)C1=CC=C(CN2CC(CC2)O)C=C1 (1-(4-{5-[1-(2-fluorophenyl)-5-pyridin-4-yl-1H-1,2,3-triazol-4-yl]-1,2,4-oxadiazol-3-yl}benzyl)pyrrolidin-3-ol), Example 142. Reaction SMILES: [F:1][C:2]1[CH:7]=[CH:6][CH:5]=[CH:4][C:3]=1[N:8]1[C:12]([C:13]2[CH:18]=[CH:17][N:16]=[CH:15][CH:14]=2)=[C:11]([C:19]2[O:23][N:22]=[C:21]([C:24]3[CH:31]=[CH:30][C:27]([CH:28]=O)=[CH:26][CH:25]=3)[N:20]=2)[N:10]=[N:9]1.[NH:32]1[CH2:36][CH2:35][CH:34]([OH:37])[CH2:33]1>>[F:1][C:2]1[CH:7]=[CH:6][CH:5]=[CH:4][C:3]=1[N:8]1[C:12]([C:13]2[CH:14]=[CH:15][N:16]=[CH:17][CH:18]=2)=[C:11]([C:19]2[O:23][N:22]=[C:21]([C:24]3[CH:25]=[CH:26][C:27]([CH2:28][N:32]4[CH2:36][CH2:35][CH:34]([OH:37])[CH2:33]4)=[CH:30][CH:31]=3)[N:20]=2)[N:10]=[N:9]1. Procedure details: The title compound was prepared following the procedure described for Example 94, but starting from 4-(5-(1-(2-fluorophenyl)-5-(pyridin-4-yl)-1H-1,2,3-triazol-4-yl)-1,2,4-oxadiazol-3-yl)benzaldehyde, obtained as described in Example 113, Step 1, (100 mg; 0.24 mmol) and 3-pyrrolidinol (42.3 mg; 0.48 mmol) to give Example 142 as a white solid. 1H NMR: (DMSO-d6, 400 MHz) δ 8.76-8.73 (2H, m), 7.97-7.87 (3H, m), 7.76-7.69 (1H, m), 7.62-7.59 (2H, m), 7.56-7.47 (4H, m), 4.73 (1H, d, J=4.5 Hz), 4.26-4.2... The reactants are COC(C1=C(C=CC=C1)NC(C1=CC=C(C=C1)OCC1=CC=CC=C1)=O)=O (2-(4-benzyloxy-benzoylamino)-benzoic acid methyl ester), O.[OH-].[Li+] (lithium hydroxide monohydrate), Cl (HCl). Solvent: CO (methanol). Product: C(C1=CC=CC=C1)OC1=CC=C(C(=O)NC2=C(C(=O)O)C=CC=C2)C=C1 (2-(4-benzyloxy-benzoylamino)-benzoic acid). The yield is 81.1%. Reaction SMILES: C[O:2][C:3](=[O:27])[C:4]1[CH:9]=[CH:8][CH:7]=[CH:6][C:5]=1[NH:10][C:11](=[O:26])[C:12]1[CH:17]=[CH:16][C:15]([O:18][CH2:19][C:20]2[CH:25]=[CH:24][CH:23]=[CH:22][CH:21]=2)=[CH:14][CH:13]=1.O.[OH-].[Li+].Cl>CO>[CH2:19]([O:18][C:15]1[CH:16]=[CH:17][C:12]([C:11]([NH:10][C:5]2[CH:6]=[CH:7][CH:8]=[CH:9][C:4]=2[C:3]([OH:27])=[O:2])=[O:26])=[CH:13][CH:14]=1)[C:20]1[CH:21]=[CH:22][CH:23]=[CH:24][CH:25]=1 |f:1.2.3|. Procedure details: To 2-(4-benzyloxy-benzoylamino)-benzoic acid methyl ester (50 mg) in methanol (3 mL) was added lithium hydroxide monohydrate (6.3 mg) and the reaction mixture was stirred at room temperature until the reaction was complete. The reaction mixture was then reacidified using 1N HCl and the product was then purified by column chromatography (SiO2, ethyl acetate-ethanol: 0-20%) to give 2-(4-benzyloxy-benzoylamino)-benzoic acid as a white solid (39 mg). MS (m/e): 346.3 (M−H−, 100%).